From a dataset of the Open Reaction Database (ORD), a public repository of structured organic reaction records. describe an organic reaction: reactants, conditions, products, and yield The reactants are C(C(C)C)OC(CN(C1=CC(=C(C=C1)Cl)Cl)C(=O)OC(C)(C)C)=O (N-BOC N-(3,4-dichlorophenyl)glycine iso-butyl ester), C(=O)(OC(C)(C)C)NC1=CC=CC=C1 (N-BOC aniline), [H-].[Na+] (sodium hydride), BrCC(=O)OCC(C)C (iso-butyl 2-bromoacetate). Solvent: C1CCOC1 (THF). Product: C(C(C)C)OC(CNC1=CC(=C(C=C1)Cl)Cl)=O (N-(3,4-dichlorophenyl)glycine iso-butyl ester). As a reaction SMILES: C(NC1C=CC=CC=1)(OC(C)(C)C)=O.[H-].[Na+].BrCC(OCC(C)C)=O.[CH2:26]([O:30][C:31](=[O:49])[CH2:32][N:33](C(OC(C)(C)C)=O)[C:34]1[CH:39]=[CH:38][C:37]([Cl:40])=[C:36]([Cl:41])[CH:35]=1)[CH:27]([CH3:29])[CH3:28]>C1COCC1>[CH2:26]([O:30][C:31](=[O:49])[CH2:32][NH:33][C:34]1[CH:39]=[CH:38][C:37]([Cl:40])=[C:36]([Cl:41])[CH:35]=1)[CH:27]([CH3:29])[CH3:28] |f:1.2|. Procedure details: 3,4-Dichloroaniline (Aldrich) was treated with di-tert-butyl dicarbonate (Aldrich) using conventional procedures to produce the N-BOC aniline. The N-BOC aniline was treated with sodium hydride in THF and then with iso-butyl 2-bromoacetate (from Example AD above) to produce the N-BOC N-(3,4-dichlorophenyl)glycine iso-butyl ester. The BOC group was then removed using General Procedure AN above to afford the title compound. The reaction was monitored by tlc on silica gel (Rf=0.78 in 50% EtOAc/hexan...